From a dataset of the Open Reaction Database (ORD), a public repository of structured organic reaction records. describe an organic reaction: reactants, conditions, products, and yield Starting materials: O=C([O-])[O-], O=C(OCc1ccccc1)N1CCNCC1, CC1CCN(c2nc(Cl)ccc2[N+](=O)[O-])CC1, [Na+], [Na+], CN(C)C=O. Product: CC1CCN(c2nc(N3CCN(C(=O)OCc4ccccc4)CC3)ccc2[N+](=O)[O-])CC1. Reaction SMILES: [C:18](=[O:19])([O-:20])[O-:21].[CH2:24]([c:25]1[cH:26][cH:27][cH:28][cH:29][cH:30]1)[O:31][C:32](=[O:33])[N:34]1[CH2:35][CH2:36][NH:37][CH2:38][CH2:39]1.[Cl:1][c:2]1[cH:3][cH:4][c:5]([N+:15](=[O:16])[O-:17])[c:6]([N:8]2[CH2:9][CH2:10][CH:11]([CH3:14])[CH2:12][CH2:13]2)[n:7]1.[Na+:22].[Na+:23].[O:40]=[CH:41][N:42]([CH3:43])[CH3:44]>>[c:2]1([N:37]2[CH2:36][CH2:35][N:34]([C:32]([O:31][CH2:24][c:25]3[cH:26][cH:27][cH:28][cH:29][cH:30]3)=[O:33])[CH2:39][CH2:38]2)[cH:3][cH:4][c:5]([N+:15](=[O:16])[O-:17])[c:6]([N:8]2[CH2:9][CH2:10][CH:11]([CH3:14])[CH2:12][CH2:13]2)[n:7]1.